The task is: describe an organic reaction: reactants, conditions, products, and yield. This data is from the Open Reaction Database (ORD), a public repository of structured organic reaction records. Starting materials: CC[Zn]CC, C=COc1cccc(C(=O)OC)c1, CC(Cl)Cl, ClCI. Product: COC(=O)c1cccc(OC2CC2)c1. Reaction SMILES: [CH2:17]([Zn:18][CH2:19][CH3:20])[CH3:21].[CH:1](=[CH2:2])[O:3][c:4]1[cH:5][c:6]([C:7](=[O:8])[O:9][CH3:10])[cH:11][cH:12][cH:13]1.[Cl:22][CH:23]([Cl:24])[CH3:25].[I:14][CH2:15][Cl:16]>>[CH:1]1([O:3][c:4]2[cH:5][c:6]([C:7](=[O:8])[O:9][CH3:10])[cH:11][cH:12][cH:13]2)[CH2:2][CH2:15]1. The reactants are O1C(OCC1)CN1C(C=CC2=NC=C(C=C12)N1C=NC=C1)=O (1-((1,3-dioxolan-2-yl)methyl)-7-(1H-imidazol-1-yl)-1,5-naphthyridin-2(1H)-one), FC(C(=O)O)(F)F (trifluoroacetic acid). Reaction conditions: temperature 55 celsius, time 30 minute. Product: N1(C=NC=C1)C1=CN=C2C=CC(N(C2=C1)CC=O)=O ((7-(1H-imidazol-1-yl)-2-oxo-1,5-naphthyridin-1(2H)-yl)acetaldehyde). The yield is 117.3%. Reaction SMILES: [O:1]1CCO[CH:2]1[CH2:6][N:7]1[C:16]2[C:11](=[N:12][CH:13]=[C:14]([N:17]3[CH:21]=[CH:20][N:19]=[CH:18]3)[CH:15]=2)[CH:10]=[CH:9][C:8]1=[O:22].FC(F)(F)C(O)=O>>[N:17]1([C:14]2[CH:15]=[C:16]3[C:11]([CH:10]=[CH:9][C:8](=[O:22])[N:7]3[CH2:6][CH:2]=[O:1])=[N:12][CH:13]=2)[CH:21]=[CH:20][N:19]=[CH:18]1. Reported procedure: To 0.12 g of 1-((1,3-dioxolan-2-yl)methyl)-7-(1H-imidazol-1-yl)-1,5-naphthyridin-2(1H)-one, 2 mL of an 80% aqueous trifluoroacetic acid solution was added at room temperature, and the mixture was stirred at 50 to 60° C. for 1 hour 30 minutes. The reaction mixture was cooled to room temperature, and the solvent was then distilled off under reduced pressure. The resultant residue was charged with chloroform and water and adjusted to pH 7.8 with a 20% aqueous sodium hydroxide solution. The organic ... The reactants are CN(C1CCN(CC1)C(=O)OC(C)(C)C)C(=O)C1=CC=CC=C1 (1,1-dimethylethyl 4-[methyl(phenylcarbonyl)amino]-1-piperidinecarboxylate), C(=O)(C(F)(F)F)O (TFA). Run in C(Cl)Cl (DCM). Run at time 30 minute. The product is CN(C(C1=CC=CC=C1)=O)C1CCNCC1 (N-methyl-N-4-piperidinylbenzamide). Reaction SMILES: [CH3:1][N:2]([C:16]([C:18]1[CH:23]=[CH:22][CH:21]=[CH:20][CH:19]=1)=[O:17])[CH:3]1[CH2:8][CH2:7][N:6](C(OC(C)(C)C)=O)[CH2:5][CH2:4]1.C(O)(C(F)(F)F)=O>C(Cl)Cl>[CH3:1][N:2]([CH:3]1[CH2:8][CH2:7][NH:6][CH2:5][CH2:4]1)[C:16](=[O:17])[C:18]1[CH:23]=[CH:22][CH:21]=[CH:20][CH:19]=1. Procedure: 1,1-dimethylethyl 4-[methyl(phenylcarbonyl)amino]-1-piperidinecarboxylate D14 (1.66 g) was dissolved in DCM (5 mL) then TFA (4.02 mL, 52.1 mmol) was slowly added. The reaction was stirred at room temperature for 30 minutes. TFA and DCM were removed in vacuo. The crude mixture was poured on a top of an Isolute Si—SCX-2 cartridge, eluting with DCM then MeOH then a 2M NH3 in MeOH solution. Fractions containing desired compound were evaporated in vacuo to give title compound D15 in 1.18 g. LCMS [M+H...